This data is from the Open Reaction Database (ORD), a public repository of structured organic reaction records. The task is: describe an organic reaction: reactants, conditions, products, and yield The reactants are CN(C)C1=NC=CC=C1 (dimethylaminopyridine), FC(S(=O)(=O)O[Si](C)(C)C(C)(C)C)(F)F (t-butyldimethylsilyl trifluoromethanesulfonate), C1(=CC=CC=C1)C(C1=CC=CC=C1)OC(=O)C12C(=CC3C2(CC2C(CCC2C1(C3)C=O)C)COC31OC2C(O3)OC(C2OC(C)=O)C1O)C(C)C (8a-[[[6-(acetyloxy)tetrahydro-7-hydroxy-2,5-methanofuro[2,3-d]-1,3-dioxol-2-yl]oxy]methyl]-4-formyl-4,4a,5,6,7,7a,8,8a-octahydro-7-methyl-3-(1-methylethyl)-1,4-methano-s-indacene-3a(1H)-carboxylic acid diphenylmethyl ester). The solvent is ClCCl (dichloromethane). Product: C1(=CC=CC=C1)C(C1=CC=CC=C1)OC(=O)C12C(=CC3C2(CC2C(CCC2C1(C3)C=O)C)COC31OC2C(O3)OC(C2OC(C)=O)C1O[Si](C)(C)C(C)(C)C)C(C)C (8a-[[[6-(acetyloxy)tetrahydro-7-t-butyldimethylsilyloxy-2,5-methanofuro[2,3-d]-1,3-dioxol-2-yl]oxy]methyl]-4-formyl-4,4a,5,6,7,7a,8,8a-octahydro-7-methyl-3-(1-methylethyl)-1,4-methano-s-indacene-3a(1H)-carboxylic acid diphenylmethyl ester). RXN SMILES: [C:1]1([CH:7]([O:14][C:15]([C:17]23[C:28]4([CH:30]=[O:31])[CH2:29][CH:20]([C:21]2([CH2:33][O:34][C:35]25[CH:47]([OH:48])[CH:41]6[CH:42]([O:43][C:44](=[O:46])[CH3:45])[CH:37]([CH:38]([O:40]6)[O:39]2)[O:36]5)[CH2:22][CH:23]2[CH:27]4[CH2:26][CH2:25][CH:24]2[CH3:32])[CH:19]=[C:18]3[CH:49]([CH3:51])[CH3:50])=[O:16])[C:8]2[CH:13]=[CH:12][CH:11]=[CH:10][CH:9]=2)[CH:6]=[CH:5][CH:4]=[CH:3][CH:2]=1.CN(C1C=CC=CN=1)C.FC(F)(F)S(O[Si:67]([C:70]([CH3:73])([CH3:72])[CH3:71])([CH3:69])[CH3:68])(=O)=O>ClCCl>[C:1]1([CH:7]([O:14][C:15]([C:17]23[C:28]4([CH:30]=[O:31])[CH2:29][CH:20]([C:21]2([CH2:33][O:34][C:35]25[CH:47]([O:48][Si:67]([C:70]([CH3:73])([CH3:72])[CH3:71])([CH3:69])[CH3:68])[CH:41]6[CH:42]([O:43][C:44](=[O:46])[CH3:45])[CH:37]([CH:38]([O:40]6)[O:39]2)[O:36]5)[CH2:22][CH:23]2[CH:27]4[CH2:26][CH2:25][CH:24]2[CH3:32])[CH:19]=[C:18]3[CH:49]([CH3:51])[CH3:50])=[O:16])[C:8]2[CH:9]=[CH:10][CH:11]=[CH:12][CH:13]=2)[CH:6]=[CH:5][CH:4]=[CH:3][CH:2]=1. Procedure: 100 mg of compound (3) was dissolved in 0.7 ml of anhydrous dichloromethane and stirred together with 70 mg of dimethylaminopyridine and 49 μl of t-butyldimethylsilyl trifluoromethanesulfonate for 1 hour under cooling with ice. The reaction solution was concentrated in vacuo, dissolved in methanol, charged onto a silica gel column (Kieselgel 60, Merck, 1.5φ×22 cm) and eluted with n-hexane-ethyl acetate (4:1). The fraction containing the desired product was concentrated in vacuo to give 99 mg of ... Reactants: O1C=CC2=C1C=CC(=C2)C2=CC=C(C=C2)N2C(NN=C2C[C@H]2CN(CC2)C(=O)C2CC2)=O (4-[4-(1-benzofuran-5-yl)phenyl]-5-{[(3S)-1-(cyclopropylcarbonyl)-3-pyrrolidinyl]methyl}-2,4-dihydro-3H-1,2,4-triazol-3-one), C([O-])([O-])=O.[K+].[K+] (potassium carbonate), COCCCl (2-chloroethyl methyl ether). The solvent is CN(C=O)C (N,N-dimethylformamide). Reaction conditions: temperature 80 celsius, time 16 hour. Yields the product O1C=CC2=C1C=CC(=C2)C2=CC=C(C=C2)N2C(N(N=C2C[C@H]2CN(CC2)C(=O)C2CC2)CCOC)=O (4-[4-(1-benzofuran-5-yl)phenyl]-5-{[(3S)-1-(cyclopropylcarbonyl)-3-pyrrolidinyl]methyl}-2-[2-(methyloxy)ethyl]-2,4-dihydro-3H-1,2,4-triazol-3-one). The yield is 35.2%. As a reaction SMILES: [O:1]1[C:5]2[CH:6]=[CH:7][C:8]([C:10]3[CH:15]=[CH:14][C:13]([N:16]4[C:20]([CH2:21][C@@H:22]5[CH2:26][CH2:25][N:24]([C:27]([CH:29]6[CH2:31][CH2:30]6)=[O:28])[CH2:23]5)=[N:19][NH:18][C:17]4=[O:32])=[CH:12][CH:11]=3)=[CH:9][C:4]=2[CH:3]=[CH:2]1.C(=O)([O-])[O-].[K+].[K+].[CH3:39][O:40][CH2:41][CH2:42]Cl>CN(C)C=O>[O:1]1[C:5]2[CH:6]=[CH:7][C:8]([C:10]3[CH:11]=[CH:12][C:13]([N:16]4[C:20]([CH2:21][C@@H:22]5[CH2:26][CH2:25][N:24]([C:27]([CH:29]6[CH2:30][CH2:31]6)=[O:28])[CH2:23]5)=[N:19][N:18]([CH2:42][CH2:41][O:40][CH3:39])[C:17]4=[O:32])=[CH:14][CH:15]=3)=[CH:9][C:4]=2[CH:3]=[CH:2]1 |f:1.2.3|. Procedure: To a solution of 4-[4-(1-benzofuran-5-yl)phenyl]-5-{[(3S)-1-(cyclopropylcarbonyl)-3-pyrrolidinyl]methyl}-2,4-dihydro-3H-1,2,4-triazol-3-one (60 mg, 0.14 mmol) in N,N-dimethylformamide (1 mL) in a 5 mL microwaveable vial was added potassium carbonate (60 mg, 0.434 mmol, 3.1 eq) and 2-chloroethyl methyl ether (21 mg, 0.220 mmol, 1.5 eq). The vial was capped and purged with nitrogen gas, and the reaction mixture was stirred for 16 h at 80° C. Analysis by LC/MS displayed the reaction had progressed ... Starting materials: COC(=O)C1CC(S(=O)(=O)c2ccccc2Cl)CN1, FC(F)(F)c1nnc(Cl)s1. Yields the product COC(=O)C1CC(S(=O)(=O)c2ccccc2Cl)CN1c1nnc(C(F)(F)F)s1. Reaction SMILES: [CH3:1][O:2][C:3](=[O:4])[CH:5]1[NH:6][CH2:7][CH:8]([S:10](=[O:11])(=[O:12])[c:13]2[c:14]([Cl:19])[cH:15][cH:16][cH:17][cH:18]2)[CH2:9]1.[Cl:20][c:21]1[s:22][c:23]([C:26]([F:27])([F:28])[F:29])[n:24][n:25]1>>[CH3:1][O:2][C:3](=[O:4])[CH:5]1[N:6]([c:21]2[s:22][c:23]([C:26]([F:27])([F:28])[F:29])[n:24][n:25]2)[CH2:7][CH:8]([S:10](=[O:11])(=[O:12])[c:13]2[c:14]([Cl:19])[cH:15][cH:16][cH:17][cH:18]2)[CH2:9]1. Reactants: C(N)([O-])=O (carbamate), CN1CC(C(C1)C1=C(C=CC=C1)C(F)(F)F)[N+](=O)[O-] (1-Methyl-3-nitro-4-(2-(trifluoromethyl)phenyl) pyrrolidine), C(C)(=O)O (Acetic acid). Reagents/catalysts: [Zn] (zinc). Solvent: CO (MeOH). Run at temperature 0 celsius, time 16 hour. Product: C(N)([O-])=O (carbamate), CN1CC(C(C1)C1=C(C=CC=C1)C(F)(F)F)N (1-methyl-4-(2-(trifluoromethyl)phenyl)pyrrolidin-3-amine). As a reaction SMILES: [C:1](=[O:4])([O-:3])[NH2:2].[CH3:5][N:6]1[CH2:10][CH:9]([C:11]2[CH:16]=[CH:15][CH:14]=[CH:13][C:12]=2[C:17]([F:20])([F:19])[F:18])[CH:8]([N+:21]([O-])=O)[CH2:7]1.C(O)(=O)C>CO.[Zn]>[C:1](=[O:3])([O-:4])[NH2:2].[CH3:5][N:6]1[CH2:10][CH:9]([C:11]2[CH:16]=[CH:15][CH:14]=[CH:13][C:12]=2[C:17]([F:18])([F:19])[F:20])[CH:8]([NH2:21])[CH2:7]1. Procedure: (3S and R,4R and S)-1-Methyl-3-nitro-4-(2-(trifluoromethyl)phenyl) pyrrolidine (296.8 mg, 1.082 mmol) was dissolved in MeOH (5 mL) and the reaction mixture was cooled to 0° C. Acetic acid (5 mL) and zinc (354 mg, 5.41 mmol) were added and the reaction mixture was warmed to room temperature and stirred under N2 for 16 h. The suspension was filtered over Celite and washed with MeOH. The filtrate was concentrated in vacuo, the residue suspended in EtOAc, cooled in an ice bath, and basified with con... Reactants: [BH3-]C#N, CC(=O)O, CC#N, Cc1cc(C(C)OCC2(c3ccc(F)cc3)CCNCC2)c2[nH]ncc2c1, [Na+]. Product: Cc1cc(C(C)OCC2(c3ccc(F)cc3)CCN(C)CC2)c2[nH]ncc2c1. RXN SMILES: [C:28]([BH3-:29])#[N:30].[CH3:32][C:33](=[O:34])[OH:35].[CH3:36][C:37]#[N:38].[F:1][c:2]1[cH:3][cH:4][c:5]([C:8]2([CH2:14][O:15][CH:16]([CH3:17])[c:18]3[cH:19][c:20]([CH3:27])[cH:21][c:22]4[cH:23][n:24][nH:25][c:26]34)[CH2:9][CH2:10][NH:11][CH2:12][CH2:13]2)[cH:6][cH:7]1.[Na+:31]>>[F:1][c:2]1[cH:3][cH:4][c:5]([C:8]2([CH2:14][O:15][CH:16]([CH3:17])[c:18]3[cH:19][c:20]([CH3:27])[cH:21][c:22]4[cH:23][n:24][nH:25][c:26]34)[CH2:9][CH2:10][N:11]([CH3:28])[CH2:12][CH2:13]2)[cH:6][cH:7]1. Reactants: O1C=C(C2=C1C=CC=C2)C(C(=O)OCCCC)O (butyl benzofur-3-yl-glycolate), C(C)(=O)[O-].C(C)(=O)[O-].C(C)(=O)[O-].C(C)(=O)[O-].[Pb+4] (lead tetraacetate). Solvent: C1=CC=CC=C1 (benzene). Yields the product O1C=C(C2=C1C=CC=C2)C(C(=O)OCCCC)=O (Butyl 2-(benzofur-3-yl)-2-oxo-acetate). RXN SMILES: [O:1]1[C:5]2[CH:6]=[CH:7][CH:8]=[CH:9][C:4]=2[C:3]([CH:10]([OH:18])[C:11]([O:13][CH2:14][CH2:15][CH2:16][CH3:17])=[O:12])=[CH:2]1.C([O-])(=O)C.C([O-])(=O)C.C([O-])(=O)C.C([O-])(=O)C.[Pb+4]>C1C=CC=CC=1>[O:1]1[C:5]2[CH:6]=[CH:7][CH:8]=[CH:9][C:4]=2[C:3]([C:10](=[O:18])[C:11]([O:13][CH2:14][CH2:15][CH2:16][CH3:17])=[O:12])=[CH:2]1 |f:1.2.3.4.5|. Reported procedure: 14.9 g of butyl benzofur-3-yl-glycolate and 26.6 of lead tetraacetate are refluxed for 8 hours in 125 ml of absolute benzene. After working up as described in Example 15, 8.7 g (59% of theory) of an oil, boiling point 132°-136° C. (1 Torr), nD20 =1.537, are obtained. Starting materials: CSC(NC1=NNC=N1)=S (N-1,2,4-triazolyl-dithiocarbamic acid methyl ester), NC1=NNC=N1 (3-amino-1,2,4-triazole). Run in CN(C=O)C (dimethylformamide). Product: N1N=C(N=C1)NC(=S)NC1=NNC=N1 (N,N'-bis-(1,2,4-triazolyl)-thiourea). The yield is 58.0%. RXN SMILES: CS[C:3](=[S:10])[NH:4][C:5]1[N:9]=[CH:8][NH:7][N:6]=1.[NH2:11][C:12]1[N:16]=[CH:15][NH:14][N:13]=1>CN(C)C=O>[NH:14]1[CH:15]=[N:16][C:12]([NH:11][C:3]([NH:4][C:5]2[N:9]=[CH:8][NH:7][N:6]=2)=[S:10])=[N:13]1. Procedure: A 3,000 ml multinecked flask provided with a reflux condenser and placed on a water bath was filled with 156.2 g (0.8964 mole) of N-1,2,4-triazolyl-dithiocarbamic acid methyl ester, prepared as described in U.S. Pat. No. 3,686,201, 1,700 ml of dimethylformamide, 75.37 g (0.8964 mole) of 3-amino-1,2,4-triazole. The reaction mixture was heated for 24 hours thus obtaining first a solution and then the formation of a precipitate. The suspension was filtered, the product thus obtained washed with met...